Dataset: the Open Reaction Database (ORD), a public repository of structured organic reaction records. Task: describe an organic reaction: reactants, conditions, products, and yield Starting materials: Cl.N1(CCCC1)CC(C)N1C2=CC=CC=C2SC=2C=CC(=CC12)C(=O)O (10-[(2RS)-1-(1-pyrrolidinyl)-2-propyl]-2-phenothiazinecarboxylic acid hydrochloride), C1(CCC1)CN (cyclobutylmethylamine). Run in ClCCl (dichloromethane). The product is C1(CCC1)CNC(=O)C1=CC=2N(C3=CC=CC=C3SC2C=C1)C(C)CN1CCCC1 (N-cyclobutylmethyl-10-[(1-pyrrolidinyl)-2-propyl]-2-phenothiazinecarboxamide). Yield: 46.4%. Reaction SMILES: Cl.[N:2]1([CH2:7][CH:8]([N:10]2[C:23]3[CH:22]=[C:21]([C:24](O)=[O:25])[CH:20]=[CH:19][C:18]=3[S:17][C:16]3[C:11]2=[CH:12][CH:13]=[CH:14][CH:15]=3)[CH3:9])[CH2:6][CH2:5][CH2:4][CH2:3]1.[CH:27]1([CH2:31][NH2:32])[CH2:30][CH2:29][CH2:28]1>ClCCl>[CH:27]1([CH2:31][NH:32][C:24]([C:21]2[CH:20]=[CH:19][C:18]3[S:17][C:16]4[C:11](=[CH:12][CH:13]=[CH:14][CH:15]=4)[N:10]([CH:8]([CH2:7][N:2]4[CH2:3][CH2:4][CH2:5][CH2:6]4)[CH3:9])[C:23]=3[CH:22]=2)=[O:25])[CH2:30][CH2:29][CH2:28]1 |f:0.1|. Procedure details: Using a procedure similar to that described in Example 15, but starting with 10-[(2RS)-1-(1-pyrrolidinyl)-2-propyl]-2-phenothiazinecarboxylic acid hydrochloride (3.4 g) in dichloromethane (100 cc) and cyclobutylmethylamine (4.5 g), and after recrystallization in isopropyl ether, N-cyclobutylmethyl-10-[(1-pyrrolidinyl)-2-propyl]-2-phenothiazinecarboxamide (1.7 g) is obtained in the form of white crystals, m.p. 133° C. The reactants are C(C1=CC=CC=C1)OC=1C=CC(=NC1)C=1OC2=C(C=NC(=C2F)OC[C@H](C)NC(C)=O)N1 (N-((2S)-1-((2-(5-(benzyloxy)pyridin-2-yl)-7-fluoro[1,3]oxazolo[4,5-c]pyridin-6-yl)oxy)propan-2-yl)acetamide), [N+](=O)([O-])C1=CC=C(C=C1)S(=O)(=O)OC[C@@H]1C(C1)(F)F (((1R)-2,2-difluorocyclopropyl)methyl 4-nitrobenzenesulfonate). Yields the product FC1([C@H](C1)COC=1C=CC(=NC1)C=1OC2=C(C=NC(=C2F)OC[C@H](C)NC(C)=O)N1)F (N-((2S)-1-((2-(5-(((1R)-2,2-difluorocyclopropyl)methoxy)pyridin-2-yl)-7-fluoro[1,3]oxazolo[4,5-c]pyridin-6-yl)oxy)propan-2-yl)acetamide). RXN SMILES: C(O[C:9]1[CH:10]=[CH:11][C:12]([C:15]2[O:16][C:17]3[C:22]([F:23])=[C:21]([O:24][CH2:25][C@@H:26]([NH:28][C:29](=[O:31])[CH3:30])[CH3:27])[N:20]=[CH:19][C:18]=3[N:32]=2)=[N:13][CH:14]=1)C1C=CC=CC=1.[N+](C1C=CC(S([O:45][CH2:46][C@H:47]2[CH2:49][C:48]2([F:51])[F:50])(=O)=O)=CC=1)([O-])=O>>[F:51][C:48]1([F:50])[CH2:49][C@@H:47]1[CH2:46][O:45][C:9]1[CH:10]=[CH:11][C:12]([C:15]2[O:16][C:17]3[C:22]([F:23])=[C:21]([O:24][CH2:25][C@@H:26]([NH:28][C:29](=[O:31])[CH3:30])[CH3:27])[N:20]=[CH:19][C:18]=3[N:32]=2)=[N:13][CH:14]=1. Procedure details: Using N-((2S)-1-((2-(5-(benzyloxy)pyridin-2-yl)-7-fluoro[1,3]oxazolo[4,5-c]pyridin-6-yl)oxy)propan-2-yl)acetamide and ((1R)-2,2-difluorocyclopropyl)methyl 4-nitrobenzenesulfonate, and in the same manner as in Step A of Example 4 and Example 5, the title compound was obtained. Reactants: C1(=CC=CC=C1)P(=O)(C1=CC=CC=C1)OC=1[C@@H]([C@H]2N(C1C(=O)OCC1=CC=C(C=C1)[N+](=O)[O-])C([C@@H]2[C@@H](C)O)=O)C (4-nitrobenzyl (1R, 5R,6S)-2-(diphenylphosphoryloxy)-6-[(1R) -1-hydroxyethyl]-1-methyl-1-carbapen-2-em-3-carboxylate), S[C@H]1C[C@H](N(C1)C)C(=O)N1CCN(CC1)C(NC(=O)OCC1=CC=C(C=C1)[N+](=O)[O-])=N ((2S,4S)-4-mercapto-1-methyl-2-[4-(4-nitrobenzyloxycarbonylamidino) piperazin-1-ylcarbonyl]pyrrolidine). The solvent is C(C)#N (acetonitrile), C(C)#N (acetonitrile), C(C)(C)N(CC)C(C)C (diisopropylethylamine). Conditions: time 8 hour. Yields the product O[C@H](C)[C@@H]1[C@@H]2N(C(=C([C@@H]2C)S[C@H]2C[C@H](N(C2)C)C(=O)N2CCN(CC2)C(NC(=O)OCC2=CC=C(C=C2)[N+](=O)[O-])=N)C(=O)OCC2=CC=C(C=C2)[N+](=O)[O-])C1=O (4-Nitrobenzyl (1R,5S,6S)-6-[(1R)-1-hydroxyethyl]-1-methyl-2-{(2S,4S)-1-methyl-2-[4-[4-nitrobenzyloxycarbonylamidino) piperazin-1-ylcarbonyl]pyrrolidin-4-yl-thio}-1-carbapen-2-em-3-carboxylate). The yield is 76.9%. Reaction SMILES: C1(P(O[C:16]2[C@H:17]([CH3:40])[C@@H:18]3[C@@H:35]([C@H:36]([OH:38])[CH3:37])[C:34](=[O:39])[N:19]3[C:20]=2[C:21]([O:23][CH2:24][C:25]2[CH:30]=[CH:29][C:28]([N+:31]([O-:33])=[O:32])=[CH:27][CH:26]=2)=[O:22])(C2C=CC=CC=2)=O)C=CC=CC=1.[SH:41][C@@H:42]1[CH2:46][N:45]([CH3:47])[C@H:44]([C:48]([N:50]2[CH2:55][CH2:54][N:53]([C:56](=[NH:71])[NH:57][C:58]([O:60][CH2:61][C:62]3[CH:67]=[CH:66][C:65]([N+:68]([O-:70])=[O:69])=[CH:64][CH:63]=3)=[O:59])[CH2:52][CH2:51]2)=[O:49])[CH2:43]1>C(#N)C.C(N(C(C)C)CC)(C)C>[OH:38][C@@H:36]([C@H:35]1[C:34](=[O:39])[N:19]2[C:20]([C:21]([O:23][CH2:24][C:25]3[CH:26]=[CH:27][C:28]([N+:31]([O-:33])=[O:32])=[CH:29][CH:30]=3)=[O:22])=[C:16]([S:41][C@@H:42]3[CH2:46][N:45]([CH3:47])[C@H:44]([C:48]([N:50]4[CH2:55][CH2:54][N:53]([C:56](=[NH:71])[NH:57][C:58]([O:60][CH2:61][C:62]5[CH:67]=[CH:66][C:65]([N+:68]([O-:70])=[O:69])=[CH:64][CH:63]=5)=[O:59])[CH2:52][CH2:51]4)=[O:49])[CH2:43]3)[C@H:17]([CH3:40])[C@H:18]12)[CH3:37]. Procedure details: 1600 mg of 4-nitrobenzyl (1R, 5R,6S)-2-(diphenylphosphoryloxy)-6-[(1R) -1-hydroxyethyl]-1-methyl-1-carbapen-2-em-3-carboxylate (prepared as described in Preparation 123) were dissolved in 16 ml of dry acetonitrile, and a solution of 1120 mg of (2S,4S)-4-mercapto-1-methyl-2-[4-(4-nitrobenzyloxycarbonylamidino) piperazin-1-ylcarbonyl]pyrrolidine (prepared as described in Preparation 93) in 11 ml of dry acetonitrile and 430 μl of diisopropylethylamine were added dropwise to the resulting solution, ... The reactants are C1CCOC1, Cl, OC1CN2CCC1CC2, On1nnc2ccccc21, Cc1ccccc1NC(C(=O)O)c1ccccc1. Product: Cc1ccccc1NC(C(=O)OC1CN2CCC1CC2)c1ccccc1. Reaction SMILES: [CH2:39]1[O:40][CH2:41][CH2:42][CH2:43]1.[ClH:1].[N:30]12[CH2:31][CH:32]([OH:38])[CH:33]([CH2:34][CH2:35]1)[CH2:36][CH2:37]2.[OH:20][n:21]1[c:22]2[c:23]([cH:24][cH:25][cH:26][cH:27]2)[n:28][n:29]1.[c:2]1([CH:8]([C:9](=[O:10])[OH:11])[NH:12][c:13]2[c:14]([CH3:19])[cH:15][cH:16][cH:17][cH:18]2)[cH:3][cH:4][cH:5][cH:6][cH:7]1>>[c:2]1([CH:8]([C:9]([O:10][CH:32]2[CH2:31][N:30]3[CH2:35][CH2:34][CH:33]2[CH2:36][CH2:37]3)=[O:11])[NH:12][c:13]2[c:14]([CH3:19])[cH:15][cH:16][cH:17][cH:18]2)[cH:3][cH:4][cH:5][cH:6][cH:7]1. Starting materials: C(C)OC(=O)[C@H](CCCCCCCN1C(C=2C(C1=O)=CC=CC2)=O)N[C@H]2CSC1=C(N(C2=O)CC(=O)OC(C)(C)C)C=CC=C1 (tert-butyl 3(R)-[1(S)-ethoxycarbonyl-8-phthalimidooctyl]amino-4-oxo-2,3,4,5-tetrahydro-1,5-benzothiazepine-5-acetate), C(C)(=O)OCC.Cl (hydrogen chloride-ethyl acetate). The solvent is Petroleum ether. Conditions: time 3 hour. The product is Cl.C(C)OC(=O)[C@H](CCCCCCCN1C(C=2C(C1=O)=CC=CC2)=O)N[C@H]2CSC1=C(N(C2=O)CC(=O)O)C=CC=C1 (3(R)-[1(S)-ethoxycarbonyl-8-phthalimidooctyl]amino-4-oxo-2,3,4,5-tetrahydro-1,5-benzothiazepine-5-acetic acid hydrochloride). RXN SMILES: [CH2:1]([O:3][C:4]([C@@H:6]([NH:25][C@@H:26]1[C:32](=[O:33])[N:31]([CH2:34][C:35]([O:37]C(C)(C)C)=[O:36])[C:30]2[CH:42]=[CH:43][CH:44]=[CH:45][C:29]=2[S:28][CH2:27]1)[CH2:7][CH2:8][CH2:9][CH2:10][CH2:11][CH2:12][CH2:13][N:14]1[C:18](=[O:19])[C:17]2=[CH:20][CH:21]=[CH:22][CH:23]=[C:16]2[C:15]1=[O:24])=[O:5])[CH3:2].C(OCC)(=O)C.[ClH:52]>>[ClH:52].[CH2:1]([O:3][C:4]([C@@H:6]([NH:25][C@@H:26]1[C:32](=[O:33])[N:31]([CH2:34][C:35]([OH:37])=[O:36])[C:30]2[CH:42]=[CH:43][CH:44]=[CH:45][C:29]=2[S:28][CH2:27]1)[CH2:7][CH2:8][CH2:9][CH2:10][CH2:11][CH2:12][CH2:13][N:14]1[C:18](=[O:19])[C:17]2=[CH:20][CH:21]=[CH:22][CH:23]=[C:16]2[C:15]1=[O:24])=[O:5])[CH3:2] |f:1.2,3.4|. Procedure: In 5 ml of 5N hydrogen chloride-ethyl acetate solution is dissolved 0.12 g of tert-butyl 3(R)-[1(S)-ethoxycarbonyl-8-phthalimidooctyl]amino-4-oxo-2,3,4,5-tetrahydro-1,5-benzothiazepine-5-acetate, and the solution is left standing at room temperature for 3 hours. Petroleum ether (70 ml) is added to the solution and the deposited precipitate is dried under reduced pressure to give 0.10 g of 3(R)-[1(S)-ethoxycarbonyl-8-phthalimidooctyl]amino-4-oxo-2,3,4,5-tetrahydro-1,5-benzothiazepine-5-acetic aci... Starting materials: FC1=C(N)C=CC(=C1)I (2-fluoro-4-iodoaniline), C(#N)[Cu] (CuCN), CCOC(=O)C (EtOAc), Cl (HCl). The solvent is CN(C)C=O (DMF). Product: NC1=C(C=C(C#N)C=C1)F (4-amino-3-fluoro-benzonitrile). Yield: 99.1%. Reaction SMILES: [F:1][C:2]1[CH:8]=[C:7](I)[CH:6]=[CH:5][C:3]=1[NH2:4].[C:10]([Cu])#[N:11].CCOC(C)=O.Cl>CN(C=O)C>[NH2:4][C:3]1[CH:5]=[CH:6][C:7]([C:10]#[N:11])=[CH:8][C:2]=1[F:1]. Procedure details: A mixture of 2-fluoro-4-iodoaniline (10.0 g, 42.2 mmol) and CuCN (7.56 g, 84.4 mmol) in DMF (40 mL) was heated at reflux for 5 h. After being cooled down, EtOAc and 1N HCl were added. The mixture was filtered through celite. The organic phase was separated, washed sequentially with 1N HCl and brine. It was then dried over MgSO4, concentrated in vacuo to give a brown solid (5.69 g), which was pure enough for the next step. MS 137.1 (M+H). Starting materials: CCOC(=O)CC1OB(O)c2cc(Oc3ccc(Cl)nn3)cc(C)c21, C1CCOC1, Cl, [Li+], [OH-], O, O. Product: Cc1cc(Oc2ccc(Cl)nn2)cc2c1C(CC(=O)O)OB2O. As a reaction SMILES: [CH2:1]([CH3:2])[O:3][C:4]([CH2:5][CH:6]1[c:7]2[c:8]([cH:12][c:13]([O:17][c:18]3[n:19][n:20][c:21]([Cl:24])[cH:22][cH:23]3)[cH:14][c:15]2[CH3:16])[B:9]([OH:11])[O:10]1)=[O:25].[CH2:29]1[O:30][CH2:31][CH2:32][CH2:33]1.[ClH:28].[Li+:27].[OH-:26].[OH2:34].[OH2:35]>>[O:3]=[C:4]([CH2:5][CH:6]1[c:7]2[c:8]([cH:12][c:13]([O:17][c:18]3[n:19][n:20][c:21]([Cl:24])[cH:22][cH:23]3)[cH:14][c:15]2[CH3:16])[B:9]([OH:11])[O:10]1)[OH:25]. Reactants: N(CCC(=O)O)C(=O)OCC1=CC=CC=C1 (Z-Beta-Ala-OH), CCN=C=NCCCN(C)C.Cl (EDCI.HCl), OC1=CC=CC=2NN=NC21 (hyrdoxybenzotriazole), NCC(CC)O (1-Amino-2-butanol). Solvent: C(Cl)Cl (DCM), C(C)N(CC)CC (triethylamine), O (water). Reaction conditions: time 1 hour. Product: C(C1=CC=CC=C1)OC(NCCC(NCC(CC)O)=O)=O ([2-(2-Hydroxy-butylcarbamoyl)-ethyl]-carbamic acid benzyl ester). Reaction SMILES: [NH:1]([C:7]([O:9][CH2:10][C:11]1[CH:16]=[CH:15][CH:14]=[CH:13][CH:12]=1)=[O:8])[CH2:2][CH2:3][C:4]([OH:6])=O.CCN=C=NCCCN(C)C.Cl.[OH:29][C:30]1[C:38]2[N:37]=NNC=2C=[CH:32][CH:31]=1.NCC(O)CC>C(Cl)Cl.O.C(N(CC)CC)C>[CH2:10]([O:9][C:7](=[O:8])[NH:1][CH2:2][CH2:3][C:4](=[O:6])[NH:37][CH2:38][CH:30]([OH:29])[CH2:31][CH3:32])[C:11]1[CH:16]=[CH:15][CH:14]=[CH:13][CH:12]=1 |f:1.2|. Procedure: A mixture comprising Z-Beta-Ala-OH (9.0 g, 40.3 mmol), EDCI.HCl (10.0 g, 52.4 mmol), hyrdoxybenzotriazole (5.45 g, 40.3 mmol), triethylamine (7.3 ml, 52.4 mnmol) in DCM (150 ml) is stirred at 0° C. for 30 minutes. 1-Amino-2-butanol (4.2 ml, 44.3 mmol) is added in one portion and stirring is continued for 1 hour. The reaction mixture is diluted with water (150 ml) and extracted with dichloromethane (2×150 ml). The organic layers are combined, dried over MgSO4, filtered and concentrated in vacuo t...